From a dataset of the Open Reaction Database (ORD), a public repository of structured organic reaction records. describe an organic reaction: reactants, conditions, products, and yield Reactants: NC1=NC2=CC=C(C=C2C(=C1C#N)Cl)N(C)C (2-amino-3-cyano-4-chloro-6-dimethylaminoquinoline), C(C1=CC=CC=C1)N (benzylamine). The solvent is O (water). Yields the product NC1=NC2=CC=C(C=C2C(=C1C#N)NCC1=CC=CC=C1)N(C)C (2-Amino-3-cyano-4-benzylamino-6-dimethylaminoquinoline). Reaction SMILES: [NH2:1][C:2]1[C:11]([C:12]#[N:13])=[C:10](Cl)[C:9]2[C:4](=[CH:5][CH:6]=[C:7]([N:15]([CH3:17])[CH3:16])[CH:8]=2)[N:3]=1.[CH2:18]([NH2:25])[C:19]1[CH:24]=[CH:23][CH:22]=[CH:21][CH:20]=1>O>[NH2:1][C:2]1[C:11]([C:12]#[N:13])=[C:10]([NH:25][CH2:18][C:19]2[CH:24]=[CH:23][CH:22]=[CH:21][CH:20]=2)[C:9]2[C:4](=[CH:5][CH:6]=[C:7]([N:15]([CH3:17])[CH3:16])[CH:8]=2)[N:3]=1. Procedure details: 3 g of 2-amino-3-cyano-4-chloro-6-dimethylaminoquinoline and 6 mL of benzylamine are stirred at 125° C. for 3 hours. The reaction mixture is poured onto 30 mL of water. The precipitated material is filtered off, washed with 20 mL of water. After drying 2.3 g of the title compound is obtained, m.p.: 265° C. Reactants: CS(C)=O, CC(C)N(CC#CCCCO)C(C)C, ClC(Cl)Cl, ClCCl, O=C(Cl)C(=O)Cl, O. Yields the product CC(C)N(CC#CCCC=O)C(C)C. As a reaction SMILES: [CH3:1][S:2](=[O:3])[CH3:4].[CH:11]([CH3:12])([CH3:13])[N:14]([CH2:15][C:16]#[C:17][CH2:18][CH2:19][CH2:20][OH:21])[CH:22]([CH3:23])[CH3:24].[CH:29]([Cl:30])([Cl:31])[Cl:32].[Cl:26][CH2:27][Cl:28].[Cl:5][C:6]([C:7]([Cl:8])=[O:9])=[O:10].[OH2:25]>>[CH:11]([CH3:12])([CH3:13])[N:14]([CH2:15][C:16]#[C:17][CH2:18][CH2:19][CH:20]=[O:21])[CH:22]([CH3:23])[CH3:24]. Starting materials: CC1=C2C(CCSC2=C(C=C1C(=O)OC)C)=O (methyl 5,8-dimethyl-4-oxo-6-thiochromanecarboxylate), [BH4-].[Na+] (sodium borohydride). Solvent: C(C)O (ethanol). Run at time 1 hour. Yields the product CC1=C2C(CCSC2=C(C=C1C(=O)OC)C)O (Methyl 5,8-dimethyl-4-hydroxy-6-thiochromanecarboxylate). RXN SMILES: [CH3:1][C:2]1[C:11]([C:12]([O:14][CH3:15])=[O:13])=[CH:10][C:9]([CH3:16])=[C:8]2[C:3]=1[C:4](=[O:17])[CH2:5][CH2:6][S:7]2.[BH4-].[Na+]>C(O)C>[CH3:1][C:2]1[C:11]([C:12]([O:14][CH3:15])=[O:13])=[CH:10][C:9]([CH3:16])=[C:8]2[C:3]=1[CH:4]([OH:17])[CH2:5][CH2:6][S:7]2 |f:1.2|. Procedure details: 10.40 g (0.04 mol) of methyl 5,8-dimethyl-4-oxo-6-thiochromanecarboxylate were dissolved in 200 ml of ethanol and, a little at a time, admixed with 0.89 g (0.023 mol) of sodium borohydride. The mixture was subsequently stirred at room temperature for another 1 h and then concentrated using a rotary evaporator. The residue was taken up in 200 ml of ethyl acetate, washed with sat. NaCl solution (2×100 ml), dried over MgSO4 and concentrated using a rotary evaporator.